This data is from the Open Reaction Database (ORD), a public repository of structured organic reaction records. The task is: describe an organic reaction: reactants, conditions, products, and yield Starting materials: CC(=O)O, CC(=O)O[BH-](OC(C)=O)OC(C)=O, ClCCl, COc1c(CC=O)cc(F)cc1-c1nnc(-c2ccc(OC(C)C)c(C(F)(F)F)c2)s1, O=C(O)C1CNC1, [Na+], O. Yields the product COc1c(CCN2CC(C(=O)O)C2)cc(F)cc1-c1nnc(-c2ccc(OC(C)C)c(C(F)(F)F)c2)s1. Reaction SMILES: [C:39]([OH:40])(=[O:41])[CH3:42].[C:43]([O:44][BH-:45]([O:46][C:47](=[O:48])[CH3:49])[O:50][C:51](=[O:52])[CH3:53])(=[O:54])[CH3:55].[Cl:57][CH2:58][Cl:59].[F:1][c:2]1[cH:3][c:4](-[c:13]2[s:14][c:15](-[c:18]3[cH:19][c:20]([C:28]([F:29])([F:30])[F:31])[c:21]([O:24][CH:25]([CH3:26])[CH3:27])[cH:22][cH:23]3)[n:16][n:17]2)[c:5]([O:11][CH3:12])[c:6]([CH2:8][CH:9]=[O:10])[cH:7]1.[NH:32]1[CH2:33][CH:34]([C:36](=[O:37])[OH:38])[CH2:35]1.[Na+:56].[OH2:60]>>[F:1][c:2]1[cH:3][c:4](-[c:13]2[s:14][c:15](-[c:18]3[cH:19][c:20]([C:28]([F:29])([F:30])[F:31])[c:21]([O:24][CH:25]([CH3:26])[CH3:27])[cH:22][cH:23]3)[n:16][n:17]2)[c:5]([O:11][CH3:12])[c:6]([CH2:8][CH2:9][N:32]2[CH2:33][CH:34]([C:36](=[O:37])[OH:38])[CH2:35]2)[cH:7]1. Reactants: CI (methyl iodide), [H-].[Na+] (sodium hydride), N(=[N+]=[N-])C1C(COC(CC1)C1=C(C=NN1C)[N+](=O)[O-])O (4-azido-7-(1-methyl-4-nitro-1H-pyrazol-5-yl)oxepan-3-ol), N(=[N+]=[N-])C1C(COC(CC1)C1=C(C=NN1C)[N+](=O)[O-])O (4-Azido-7-(1-methyl-4-nitro-1H-pyrazol-5-yl)oxepan-3-ol), [H-].[Na+] (sodium hydride), CI (methyl iodide). The solvent is CN(C)C=O (DMF). Conditions: time 45 minute. Product: N(=[N+]=[N-])C1CCC(OCC1OC)C1=C(C=NN1C)[N+](=O)[O-] (5-(5-azido-6-methoxyoxepan-2-yl)-1-methyl-4-nitro-1H-pyrazole). RXN SMILES: [N:1]([CH:4]1[CH2:10][CH2:9][CH:8]([C:11]2[N:15]([CH3:16])[N:14]=[CH:13][C:12]=2[N+:17]([O-:19])=[O:18])[O:7][CH2:6][CH:5]1[OH:20])=[N+:2]=[N-:3].[H-].[Na+].[CH3:23]I>CN(C=O)C>[N:1]([CH:4]1[CH:5]([O:20][CH3:23])[CH2:6][O:7][CH:8]([C:11]2[N:15]([CH3:16])[N:14]=[CH:13][C:12]=2[N+:17]([O-:19])=[O:18])[CH2:9][CH2:10]1)=[N+:2]=[N-:3] |f:1.2|. Procedure details: To a solution of 4-azido-7-(1-methyl-4-nitro-1H-pyrazol-5-yl)oxepan-3-ol, (Intermediate 57) (182 mg, 0.65 mmol) in anhydrous DMF (5 mL) under nitrogen was added sodium hydride (60% dispersion in mineral oil, 39 mg, 0.97 mmol) portionwise over 10 min. After a further 45 min, methyl iodide (0.06 mL, 0.97 mmol) was added dropwise and the mixture stirred for 18 hr at room temperature. Further sodium hydride (60% dispersion in mineral oil, 39 mg, 0.97 mmol) was added followed by methyl iodide (0.06 m...